describe an organic reaction: reactants, conditions, products, and yield From a dataset of the Open Reaction Database (ORD), a public repository of structured organic reaction records. Reactants: CCO, CCOC(=O)CCCN(C(=O)c1ccc(Cl)cc1)c1ccccc1-c1ccccc1, [K+], [OH-], c1ccccc1. Product: O=C(O)CCCN(C(=O)c1ccc(Cl)cc1)c1ccccc1-c1ccccc1. RXN SMILES: [CH3:39][CH2:40][OH:41].[Cl:1][c:2]1[cH:3][cH:4][c:5]([C:6](=[O:7])[N:8]([c:9]2[c:10](-[c:15]3[cH:16][cH:17][cH:18][cH:19][cH:20]3)[cH:11][cH:12][cH:13][cH:14]2)[CH2:21][CH2:22][CH2:23][C:24](=[O:25])[O:26][CH2:27][CH3:28])[cH:29][cH:30]1.[K+:32].[OH-:31].[cH:33]1[cH:34][cH:35][cH:36][cH:37][cH:38]1>>[Cl:1][c:2]1[cH:3][cH:4][c:5]([C:6](=[O:7])[N:8]([c:9]2[c:10](-[c:15]3[cH:16][cH:17][cH:18][cH:19][cH:20]3)[cH:11][cH:12][cH:13][cH:14]2)[CH2:21][CH2:22][CH2:23][C:24](=[O:25])[OH:26])[cH:29][cH:30]1. Reactants: Cl.NC1=C(C=CC=C1)NCCCN1CCN(CC1)C(C1=CC=CC=C1)C1=CC=CC=C1 (N-(2-aminophenyl)-4-(diphenylmethyl)-1-piperazinepropanamine hydrochloride), C(=S)=S (carbon disulfide), C([O-])([O-])=O.[Na+].[Na+] (sodium carbonate). The solvent is C(C)O (ethanol). Product: C1(=CC=CC=C1)C(N1CCN(CC1)CCCN1C(=NC2=C1C=CC=C2)S)C2=CC=CC=C2 (1-{3-[4-(diphenylmethyl)-1-piperazinyl]propyl}-1H-benzimidazole-2-thiol). As a reaction SMILES: Cl.[NH2:2][C:3]1[CH:8]=[CH:7][CH:6]=[CH:5][C:4]=1[NH:9][CH2:10][CH2:11][CH2:12][N:13]1[CH2:18][CH2:17][N:16]([CH:19]([C:26]2[CH:31]=[CH:30][CH:29]=[CH:28][CH:27]=2)[C:20]2[CH:25]=[CH:24][CH:23]=[CH:22][CH:21]=2)[CH2:15][CH2:14]1.[C:32](=S)=[S:33].C(=O)([O-])[O-].[Na+].[Na+]>C(O)C>[C:20]1([CH:19]([C:26]2[CH:27]=[CH:28][CH:29]=[CH:30][CH:31]=2)[N:16]2[CH2:15][CH2:14][N:13]([CH2:12][CH2:11][CH2:10][N:9]3[C:4]4[CH:5]=[CH:6][CH:7]=[CH:8][C:3]=4[N:2]=[C:32]3[SH:33])[CH2:18][CH2:17]2)[CH:21]=[CH:22][CH:23]=[CH:24][CH:25]=1 |f:0.1,3.4.5|. Procedure: A mixture of 4.37 parts of N-(2-aminophenyl)-4-(diphenylmethyl)-1-piperazinepropanamine hydrochloride, 38 parts of carbon disulfide, 2 parts of sodium carbonate and 40 parts of ethanol is stirred and refluxed for 20 hours. The reaction mixture is evaporated and water is added to the residue. The precipitated product is filtered off, washed with water and dissolved in trichloromethane. The solution is dried, filtered and evaporated. The residue is crystallized from 4-methyl-2-pentanone, yielding ...